From a dataset of the Open Reaction Database (ORD), a public repository of structured organic reaction records. describe an organic reaction: reactants, conditions, products, and yield The reactants are C(C)OC1=CC=C(\C=C/2\C(N(C(S2)=O)CC(=O)OC(C)(C)C)=O)C=C1 ((Z)-tert-butyl 2-(5-(4-ethoxybenzylidene)-2,4-dioxothiazolidin-3-yl)acetate), NCCN1C(SC(C1=O)CC1=CC=C(C=C1)OCC)=O (3-(2-aminoethyl)-5-(4-ethoxybenzyl)thiazolidine-2,4-dione). Product: C(C)OC1=CC=C(\C=C/2\C(N(C(S2)=O)CC(=O)O)=O)C=C1 ((Z)-2-(5-(4-ethoxybenzylidene)-2,4-dioxothiazolidin-3-yl)acetic acid). Yield: 93.3%. RXN SMILES: [CH2:1]([O:3][C:4]1[CH:25]=[CH:24][C:7](/[CH:8]=[C:9]2/[C:10](=[O:23])[N:11]([CH2:15][C:16]([O:18]C(C)(C)C)=[O:17])[C:12](=[O:14])[S:13]/2)=[CH:6][CH:5]=1)[CH3:2].NCCN1C(=O)C(CC2C=CC(OCC)=CC=2)SC1=O>>[CH2:1]([O:3][C:4]1[CH:25]=[CH:24][C:7](/[CH:8]=[C:9]2/[C:10](=[O:23])[N:11]([CH2:15][C:16]([OH:18])=[O:17])[C:12](=[O:14])[S:13]/2)=[CH:6][CH:5]=1)[CH3:2]. Procedure: The title compound 28h was prepared by deprotection of tert-butyl group of compound 28g (300 mg, 0.82 mmol). Deprotection following the procedure of compound 6 gave the title compound 28h as a yellow solid (93.4%, 235 mg).